Task: describe an organic reaction: reactants, conditions, products, and yield. Dataset: the Open Reaction Database (ORD), a public repository of structured organic reaction records Reactants: OC1(CCN(CC1)C(=O)OC(C)(C)C)C=1N=CNC1 (tert-Butyl 4-hydroxy-4-(1H-imidazol-4-yl)-piperidine-1-carboxylate), Cl (hydrochloric acid). Run at temperature 120 celsius. Product: Cl.N1C=NC(=C1)C=1CCNCC1 (4-(1H-imidazol-4-yl)-1,2,3,6-tetra-hydropyridine hydrochloride). Reaction SMILES: O[C:2]1([C:15]2[N:16]=[CH:17][NH:18][CH:19]=2)[CH2:7][CH2:6][N:5](C(OC(C)(C)C)=O)[CH2:4][CH2:3]1.[ClH:20]>>[ClH:20].[NH:18]1[CH:19]=[C:15]([C:2]2[CH2:7][CH2:6][NH:5][CH2:4][CH:3]=2)[N:16]=[CH:17]1 |f:2.3|. Reported procedure: tert-Butyl 4-hydroxy-4-(1H-imidazol-4-yl)-piperidine-1-carboxylate (20 mg) was dissolved in 6 ml of 6M hydrochloric acid and the solution was stirred at 120° C. for one night. The solvent was evaporated in vacuo and the precipitate was filtered to give 55 mg of the title compound as a dark solid crude product. Starting materials: CCCCOC(=O)c1nc(O)c2ccccc2c1OCc1ccccc1, ClCCl, O. Product: CCCCOC(=O)c1nc(OC)c2ccccc2c1OCc1ccccc1. RXN SMILES: [CH2:1]([CH2:2][CH2:3][CH3:4])[O:5][C:6](=[O:7])[c:8]1[n:9][c:10]([OH:26])[c:11]2[cH:12][cH:13][cH:14][cH:15][c:16]2[c:17]1[O:18][CH2:19][c:20]1[cH:21][cH:22][cH:23][cH:24][cH:25]1.[Cl:27][CH2:28][Cl:29].[OH2:30]>>[CH2:1]([CH2:2][CH2:3][CH3:4])[O:5][C:6](=[O:7])[c:8]1[n:9][c:10]([O:26][CH3:28])[c:11]2[cH:12][cH:13][cH:14][cH:15][c:16]2[c:17]1[O:18][CH2:19][c:20]1[cH:21][cH:22][cH:23][cH:24][cH:25]1.